describe an organic reaction: reactants, conditions, products, and yield From a dataset of the Open Reaction Database (ORD), a public repository of structured organic reaction records. The reactants are COCOC(C(=O)OC)C(Sc1ccccc1N)c1ccc(OC)cc1, C1CCOC1. Yields the product COCOC(C(=O)O)C(Sc1ccccc1N)c1ccc(OC)cc1. As a reaction SMILES: [CH3:1][O:2][CH2:3][O:4][CH:5]([C:6](=[O:7])[O:8][CH3:9])[CH:10]([S:11][c:12]1[c:13]([NH2:18])[cH:14][cH:15][cH:16][cH:17]1)[c:19]1[cH:20][cH:21][c:22]([O:25][CH3:26])[cH:23][cH:24]1.[O:27]1[CH2:28][CH2:29][CH2:30][CH2:31]1>>[CH3:1][O:2][CH2:3][O:4][CH:5]([C:6](=[O:7])[OH:8])[CH:10]([S:11][c:12]1[c:13]([NH2:18])[cH:14][cH:15][cH:16][cH:17]1)[c:19]1[cH:20][cH:21][c:22]([O:25][CH3:26])[cH:23][cH:24]1. The reactants are CC1=NN(C(=C1)C(=O)O)CC(F)(F)F (3-methyl-1-(2,2,2-trifluoroethyl)-1H-pyrazole-5-carboxylic acid), NC=1C=C(OC=2C=CC=3N(C2)N=C(N3)NC(=O)C3CC3)C=CC1C (N-[6-(3-amino-4-methylphenoxy)[1,2,4]triazolo[1,5-a]pyridin-2-yl]cyclopropanecarboxamide), O1CCCC1 (tetrahydrofuran), S(=O)(Cl)Cl (thionyl chloride). Reagents/catalysts: CN(C=O)C (N,N-dimethylformamide). The solvent is CN(C(C)=O)C (N,N-dimethylacetamide). The product is C1(CC1)C(=O)NC1=NN2C(C=CC(=C2)OC=2C=CC(=C(C2)NC(=O)C2=CC(=NN2CC(F)(F)F)C)C)=N1 (N-[5-({2-[(cyclopropylcarbonyl)amino][1,2,4]triazolo[1,5-a]pyridin-6-yl}oxy)-2-methylphenyl]-3-methyl-1-(2,2,2-trifluoroethyl)-1H-pyrazole-5-carboxamide). Isolated yield 81.2%. Reaction SMILES: [CH3:1][C:2]1[CH:6]=[C:5]([C:7]([OH:9])=O)[N:4]([CH2:10][C:11]([F:14])([F:13])[F:12])[N:3]=1.O1CCCC1.S(Cl)(Cl)=O.[NH2:24][C:25]1[CH:26]=[C:27]([CH:44]=[CH:45][C:46]=1[CH3:47])[O:28][C:29]1[CH:30]=[CH:31][C:32]2[N:33]([N:35]=[C:36]([NH:38][C:39]([CH:41]3[CH2:43][CH2:42]3)=[O:40])[N:37]=2)[CH:34]=1>CN(C)C=O.CN(C)C(=O)C>[CH:41]1([C:39]([NH:38][C:36]2[N:37]=[C:32]3[CH:31]=[CH:30][C:29]([O:28][C:27]4[CH:44]=[CH:45][C:46]([CH3:47])=[C:25]([NH:24][C:7]([C:5]5[N:4]([CH2:10][C:11]([F:14])([F:13])[F:12])[N:3]=[C:2]([CH3:1])[CH:6]=5)=[O:9])[CH:26]=4)=[CH:34][N:33]3[N:35]=2)=[O:40])[CH2:42][CH2:43]1. Procedure details: In the same manner as in Example 55 and using 3-methyl-1-(2,2,2-trifluoroethyl)-1H-pyrazole-5-carboxylic acid (82.8 mg, 0.398=mol), tetrahydrofuran (5 mL), thionyl chloride (69.1 μL, 0.796 mmol), N,N-dimethylformamide (2 drops), N-[6-(3-amino-4-methylphenoxy)[1,2,4]triazolo[1,5-a]pyridin-2-yl]cyclopropanecarboxamide (117 mg, 0.362 mmol) and N,N-dimethylacetamide (6 mL) as starting materials, the title compound (151 mg, 81%) was obtained as a white solid. The reactants are COc1ccccc1C1(O)CCC(C)(C)C2CN(C(=O)OC(C)(C)C)CC21, Cl, C1COCCO1. Yields the product COc1ccccc1C1(O)CCC(C)(C)C2CNCC21, Cl. RXN SMILES: [CH3:1][C:2]1([CH3:27])[CH2:3][CH2:4][C:5]([OH:18])([c:19]2[c:20]([O:25][CH3:26])[cH:21][cH:22][cH:23][cH:24]2)[CH:6]2[CH2:7][N:8]([C:11]([O:12][C:13]([CH3:14])([CH3:15])[CH3:16])=[O:17])[CH2:9][CH:10]12.[ClH:28].[O:29]1[CH2:30][CH2:31][O:32][CH2:33][CH2:34]1>>[CH3:1][C:2]1([CH3:27])[CH2:3][CH2:4][C:5]([OH:18])([c:19]2[c:20]([O:25][CH3:26])[cH:21][cH:22][cH:23][cH:24]2)[CH:6]2[CH2:7][NH:8][CH2:9][CH:10]12.[ClH:28].